This data is from the Open Reaction Database (ORD), a public repository of structured organic reaction records. The task is: describe an organic reaction: reactants, conditions, products, and yield Starting materials: COc1ccccc1S(=O)(=O)Cl, CCOC(=O)c1cc2cccc(N)c2n1COC, c1ccncc1. Product: CCOC(=O)c1cc2cccc(NS(=O)(=O)c3ccccc3OC)c2n1COC. Reaction SMILES: [CH3:19][O:20][c:21]1[c:22]([S:27](=[O:28])(=[O:29])[Cl:30])[cH:23][cH:24][cH:25][cH:26]1.[NH2:1][c:2]1[cH:3][cH:4][cH:5][c:6]2[cH:7][c:8]([C:14](=[O:15])[O:16][CH2:17][CH3:18])[n:9]([CH2:11][O:12][CH3:13])[c:10]12.[cH:31]1[cH:32][cH:33][n:34][cH:35][cH:36]1>>[NH:1]([c:2]1[cH:3][cH:4][cH:5][c:6]2[cH:7][c:8]([C:14](=[O:15])[O:16][CH2:17][CH3:18])[n:9]([CH2:11][O:12][CH3:13])[c:10]12)[S:27]([c:22]1[c:21]([O:20][CH3:19])[cH:26][cH:25][cH:24][cH:23]1)(=[O:28])=[O:29]. Conditions: time 1 hour. Isolated yield 29.0%. Reaction SMILES: [NH2:1][C:2]1[CH:3]=[C:4]([CH2:11][N:12]2[CH2:17][CH2:16][N:15](C(OC(C)(C)C)=O)[CH:14]([CH3:25])[CH2:13]2)[C:5]2[O:9][CH:8]=[CH:7][C:6]=2[CH:10]=1.N1C=CC=CC=1.CO[C:34]1[C:39]([CH3:40])=[CH:38][C:37]([S:41]([Cl:44])(=[O:43])=[O:42])=[CH:36][CH:35]=1.[ClH:45].C[CH2:47][O:48]CC>C(Cl)Cl.C1COCC1.CO>[ClH:44].[ClH:45].[CH3:47][O:48][C:36]1[CH:35]=[CH:34][C:39]([CH3:40])=[CH:38][C:37]=1[S:41]([NH:1][C:2]1[CH:3]=[C:4]([CH2:11][N:12]2[CH2:17][CH2:16][NH:15][CH:14]([CH3:25])[CH2:13]2)[C:5]2[O:9][CH:8]=[CH:7][C:6]=2[CH:10]=1)(=[O:42])=[O:43] |f:5.6,8.9.10|. Procedure details: tert-Butyl 4-[(5-amino-1-benzofuran-7-yl)methyl]-2-methylpiperazine-1-carboxylate (41 mg crude starting material, 0.11 mmol; obtained in Step 3) was dissolved in dry DCM:THF (2:1; 3 mL). Pyridine (18 μL, 0.22 mmol) and 6-methoxy-m-toluenesulfonyl chloride (36 mg, 0.17 mmol) were added. The resultant mixture was stirred at room temperature for 2 h and the solvent was evaporated under reduced pressure followed by purification by flashtube (11% MeOH in DCM). The residue was dissolved in TFA:water (... The solvent is CO (MeOH), C(Cl)Cl.C1CCOC1 (DCM THF). Product: Cl.Cl.COC1=C(C=C(C=C1)C)S(=O)(=O)NC=1C=C(C2=C(C=CO2)C1)CN1CC(NCC1)C (2-Methoxy-5-methyl-N-{7-[(3-methylpiperazin-1-yl)methyl]-1-benzofuran-5-yl}benzenesulfonamide, dihydrochloride). Starting materials: Cl (HCl), CCOCC (ether), resultant mixture, N1=CC=CC=C1 (Pyridine), COC1=CC=C(C=C1C)S(=O)(=O)Cl (6-methoxy-m-toluenesulfonyl chloride), NC=1C=C(C2=C(C=CO2)C1)CN1CC(N(CC1)C(=O)OC(C)(C)C)C (tert-Butyl 4-[(5-amino-1-benzofuran-7-yl)methyl]-2-methylpiperazine-1-carboxylate). Reactants: CCOC(=O)c1cc2c(CO)cccc2n1Cc1ccc(Cl)c(Cl)c1, N#CC1=C(C#N)C(=O)C(Cl)=C(Cl)C1=O, C1COCCO1. Product: CCOC(=O)c1cc2c(C=O)cccc2n1Cc1ccc(Cl)c(Cl)c1. Reaction SMILES: [Cl:1][c:2]1[cH:3][c:4]([CH2:5][n:6]2[c:7]([C:17](=[O:18])[O:19][CH2:20][CH3:21])[cH:8][c:9]3[c:10]([CH2:15][OH:16])[cH:11][cH:12][cH:13][c:14]23)[cH:22][cH:23][c:24]1[Cl:25].[Cl:26][C:27]1=[C:38]([Cl:39])[C:36](=[O:37])[C:33]([C:34]#[N:35])=[C:30]([C:31]#[N:32])[C:28]1=[O:29].[O:40]1[CH2:41][CH2:42][O:43][CH2:44][CH2:45]1>>[Cl:1][c:2]1[cH:3][c:4]([CH2:5][n:6]2[c:7]([C:17](=[O:18])[O:19][CH2:20][CH3:21])[cH:8][c:9]3[c:10]([CH:15]=[O:16])[cH:11][cH:12][cH:13][c:14]23)[cH:22][cH:23][c:24]1[Cl:25].